Dataset: the Open Reaction Database (ORD), a public repository of structured organic reaction records. Task: describe an organic reaction: reactants, conditions, products, and yield Starting materials: [Al+3], CCOCC, [H-], [H-], [H-], [H-], [Li+], [Na+], C1CCOC1, [OH-], O, CC(=O)NCCn1cccc1. The product is CCNCCn1cccc1. As a reaction SMILES: [Al+3:2].[CH3:21][CH2:22][O:23][CH2:24][CH3:25].[H-:1].[H-:4].[H-:5].[H-:6].[Li+:3].[Na+:20].[O:26]1[CH2:27][CH2:28][CH2:29][CH2:30]1.[OH-:19].[OH2:18].[n:7]1([CH2:12][CH2:13][NH:14][C:15]([CH3:16])=[O:17])[cH:8][cH:9][cH:10][cH:11]1>>[n:7]1([CH2:12][CH2:13][NH:14][CH2:15][CH3:16])[cH:8][cH:9][cH:10][cH:11]1. Starting materials: [N-]=[N+]=[N-].[Na+] (sodium azide), ClCC1=CC=C(C=C1)OCCCCCCC (p-chloromethyl(heptyloxy)benzene). Run in O (water), CN(C=O)C (N,N-dimethylformamide), O (water). Conditions: temperature 100 celsius, time 6 hour. The product is C(CCCCCC)OC1=CC=C(CN)C=C1 (p-heptyloxybenzylamine). Isolated yield 103.9%. As a reaction SMILES: [N-:1]=[N+]=[N-].[Na+].Cl[CH2:6][C:7]1[CH:12]=[CH:11][C:10]([O:13][CH2:14][CH2:15][CH2:16][CH2:17][CH2:18][CH2:19][CH3:20])=[CH:9][CH:8]=1>O.CN(C)C=O>[CH2:14]([O:13][C:10]1[CH:11]=[CH:12][C:7]([CH2:6][NH2:1])=[CH:8][CH:9]=1)[CH2:15][CH2:16][CH2:17][CH2:18][CH2:19][CH3:20] |f:0.1|. Procedure details: A solution of 1.25 g of sodium azide in 2.5 ml of water was added to a solution of 900 mg of p-chloromethyl(heptyloxy)benzene in 25 ml of N,N-dimethylformamide, and the mixture was stirred at 100° C. for 6 hours. After cooling, the reaction mixture was diluted with water, and the product was extracted with ether. The ether layer was washed in sequence with water and saturated aqueous solution of sodium chloride, dried over anhydrous magnesium sulfate and concentrated under reduced pressure. A so... Reactants: [OH-].[K+] (potassium hydroxide), ClC1=CC=C(OC2C(C2C(=O)OCC)(C)C)C=C1 (ethyl 3-(4-chlorophenoxy)-2,2-dimethylcyclopropanecarboxylate). Solvent: O (water), C(C)O (ethyl alcohol). Product: ClC1=CC=C(OC2C(C2C(=O)O)(C)C)C=C1 (3-(4-chlorophenoxy)-2,2-dimethylcyclopropanecarboxylic acid). Reaction SMILES: [Cl:1][C:2]1[CH:18]=[CH:17][C:5]([O:6][CH:7]2[CH:9]([C:10]([O:12]CC)=[O:11])[C:8]2([CH3:16])[CH3:15])=[CH:4][CH:3]=1.[OH-].[K+]>O.C(O)C>[Cl:1][C:2]1[CH:3]=[CH:4][C:5]([O:6][CH:7]2[CH:9]([C:10]([OH:12])=[O:11])[C:8]2([CH3:15])[CH3:16])=[CH:17][CH:18]=1 |f:1.2|. Procedure details: The ethyl 3-(4-chlorophenoxy)-2,2-dimethylcyclopropanecarboxylate (l.5 g) is hydrolyzed by heating under reflux with 10% potassium hydroxide in a mixture of 20% water and 80% ethyl alcohol for 1 hr and letting stand at 25° overnight. The solution is cooled and solvent is removed in vacuo. The residue is diluted with water and extracted with ether. The aqueous phase is then acidified with aqueous HCl and extracted with ether. The organic phase is washed with water and brine, dried over sodium sul... The reactants are CC(C)(CC=CC(=O)O)NC(=O)OC(C)(C)C, CCN(C(C)C)C(C)C, CCN=C=NCCCN(C)C, CN(C)C=O, CCOC(C)=O, ClCCl, Cl, CN(CCc1ccccc1OCCO)C(=O)C(N)Cc1ccc2ccccc2c1, On1nnc2cccnc21. The product is CN(CCc1ccccc1OCCO)C(=O)C(Cc1ccc2ccccc2c1)NC(=O)C=CCC(C)(C)NC(=O)OC(C)(C)C. RXN SMILES: [C:1]([CH3:2])([CH3:3])([CH3:4])[O:5][C:6](=[O:7])[NH:8][C:9]([CH2:10][CH:11]=[CH:12][C:13](=[O:14])[OH:15])([CH3:16])[CH3:17].[CH2:69]([N:70]([CH:71]([CH3:72])[CH3:73])[CH:74]([CH3:75])[CH3:76])[CH3:77].[CH3:29][N:30]([CH3:31])[CH2:32][CH2:33][CH2:34][N:35]=[C:36]=[N:37][CH2:38][CH3:39].[CH3:81][N:82]([CH3:83])[CH:84]=[O:85].[CH3:86][CH2:87][O:88][C:89](=[O:90])[CH3:91].[Cl:78][CH2:79][Cl:80].[ClH:28].[NH2:40][CH:41]([C:42](=[O:43])[N:44]([CH3:45])[CH2:46][CH2:47][c:48]1[c:49]([O:54][CH2:55][CH2:56][OH:57])[cH:50][cH:51][cH:52][cH:53]1)[CH2:58][c:59]1[cH:60][c:61]2[cH:62][cH:63][cH:64][cH:65][c:66]2[cH:67][cH:68]1.[OH:18][n:19]1[c:20]2[n:21][cH:22][cH:23][cH:24][c:25]2[n:26][n:27]1>>[C:1]([CH3:2])([CH3:3])([CH3:4])[O:5][C:6](=[O:7])[NH:8][C:9]([CH2:10][CH:11]=[CH:12][C:13](=[O:15])[NH:40][CH:41]([C:42](=[O:43])[N:44]([CH3:45])[CH2:46][CH2:47][c:48]1[c:49]([O:54][CH2:55][CH2:56][OH:57])[cH:50][cH:51][cH:52][cH:53]1)[CH2:58][c:59]1[cH:60][c:61]2[cH:62][cH:63][cH:64][cH:65][c:66]2[cH:67][cH:68]1)([CH3:16])[CH3:17]. Reactants: CC(C(=O)C(C(=O)OCC)C(=O)OCC)(C)C1=CC=CC=C1 (diethyl 2-(2-methyl-2-phenylpropanoyl)malonate), C1(=CC=CC=C1)C(C(=O)C(C(=O)OCC)C(=O)OCC)(CCC)CCC (Diethyl 2-(2-phenyl-2-propylpentanoyl)malonate). The product is OC1=C(C(C(C2=CC=CC=C12)(C)C)=O)C(=O)OCC (Ethyl 1-hydroxy-4,4-dimethyl-3-oxo-3,4-dihydro-2-naphthalenecarboxylate). RXN SMILES: [CH3:1][C:2]([C:17]1[CH:22]=[CH:21][CH:20]=[CH:19][CH:18]=1)([CH3:16])[C:3]([CH:5]([C:11]([O:13]CC)=O)[C:6]([O:8][CH2:9][CH3:10])=[O:7])=[O:4].C1(C(CCC)(CCC)C(C(C(OCC)=O)C(OCC)=O)=O)C=CC=CC=1>>[OH:13][C:11]1[C:18]2[C:17](=[CH:22][CH:21]=[CH:20][CH:19]=2)[C:2]([CH3:16])([CH3:1])[C:3](=[O:4])[C:5]=1[C:6]([O:8][CH2:9][CH3:10])=[O:7]. Procedure details: The title compound was prepared according to the procedure of Example 1F, substituting the product of Example 9D for the product of Example 1E. 1H NMR (300 MHz, CDCl3): δ 15.16, 15.03 (two s, 1 H), 8.18 (m, 1 H), 7.52 (m, 3 H), 4.47 (m, 2 H), 1.66 (s, 3H), 1.51 (s, 3 H), 1.45 (t, J=6.62 Hz, 3 H). The product is C(C)(C)C=1C=C(C=C2C(NC3=CC(=CC=C23)C2=CC(=CC=C2)OCC)=O)C=C(C1OC)C(C)C (3-(3,5-diisopropyl-4-methoxybenzylidene)-6-(3-ethoxyphenyl)-1,3-dihydroindol-2-one). RXN SMILES: [CH:1]([C:4]1[CH:5]=[C:6]([CH:9]=[C:10]([CH:14]([CH3:16])[CH3:15])[C:11]=1[O:12][CH3:13])[CH:7]=O)([CH3:3])[CH3:2].[CH2:17]([O:19][C:20]1[CH:21]=[C:22]([C:26]2[CH:34]=[C:33]3[C:29]([CH2:30][C:31](=[O:35])[NH:32]3)=[CH:28][CH:27]=2)[CH:23]=[CH:24][CH:25]=1)[CH3:18]>>[CH:1]([C:4]1[CH:5]=[C:6]([CH:9]=[C:10]([CH:14]([CH3:16])[CH3:15])[C:11]=1[O:12][CH3:13])[CH:7]=[C:30]1[C:29]2[C:33](=[CH:34][C:26]([C:22]3[CH:23]=[CH:24][CH:25]=[C:20]([O:19][CH2:17][CH3:18])[CH:21]=3)=[CH:27][CH:28]=2)[NH:32][C:31]1=[O:35])([CH3:3])[CH3:2]. The reactants are C(C)(C)C=1C=C(C=O)C=C(C1OC)C(C)C (3,5-Diisopropyl-4-methoxybenzaldehyde), C(C)OC=1C=C(C=CC1)C1=CC=C2CC(NC2=C1)=O (6-(3-ethoxyphenyl)-2-oxindole). Reported procedure: 3,5-Diisopropyl-4-methoxybenzaldehyde was condensed with 6-(3-ethoxyphenyl)-2-oxindole to give 0.4 g of 3-(3,5-diisopropyl-4-methoxybenzylidene)-6-(3-ethoxyphenyl)-1,3-dihydroindol-2-one as a yellow-orange solid.